This data is from the Open Reaction Database (ORD), a public repository of structured organic reaction records. The task is: describe an organic reaction: reactants, conditions, products, and yield The reactants are O=C(n1ccnc1)n1ccnc1, NCc1c(Nc2ccccc2)cccc1Oc1ccccc1, C1CCOC1. Yields the product O=C1NCc2c(Oc3ccccc3)cccc2N1c1ccccc1. As a reaction SMILES: [C:23](=[O:24])([n:25]1[cH:26][cH:27][n:28][cH:29]1)[n:30]1[cH:31][cH:32][n:33][cH:34]1.[O:1]([c:2]1[cH:3][cH:4][cH:5][cH:6][cH:7]1)[c:8]1[c:9]([CH2:10][NH2:11])[c:12]([NH:16][c:17]2[cH:18][cH:19][cH:20][cH:21][cH:22]2)[cH:13][cH:14][cH:15]1.[O:35]1[CH2:36][CH2:37][CH2:38][CH2:39]1>>[O:1]([c:2]1[cH:3][cH:4][cH:5][cH:6][cH:7]1)[c:8]1[c:9]2[c:12]([cH:13][cH:14][cH:15]1)[N:16]([c:17]1[cH:18][cH:19][cH:20][cH:21][cH:22]1)[C:23](=[O:24])[NH:11][CH2:10]2.